Dataset: the Open Reaction Database (ORD), a public repository of structured organic reaction records. Task: describe an organic reaction: reactants, conditions, products, and yield The reactants are c1ccc2c(c1)CCNC2, CC(C)Oc1ccc(S(C)(=O)=O)cc1C(=O)O. The product is CC(C)Oc1ccc(S(C)(=O)=O)cc1C(=O)N1CCc2ccccc2C1. As a reaction SMILES: [CH2:1]1[NH:2][CH2:3][CH2:4][c:5]2[cH:6][cH:7][cH:8][cH:9][c:10]21.[CH:11]([CH3:12])([CH3:13])[O:14][c:15]1[c:16]([C:17](=[O:18])[OH:19])[cH:20][c:21]([S:24](=[O:25])(=[O:26])[CH3:27])[cH:22][cH:23]1>>[CH2:1]1[N:2]([C:17]([c:16]2[c:15]([O:14][CH:11]([CH3:12])[CH3:13])[cH:23][cH:22][c:21]([S:24](=[O:25])(=[O:26])[CH3:27])[cH:20]2)=[O:18])[CH2:3][CH2:4][c:5]2[cH:6][cH:7][cH:8][cH:9][c:10]21.